Dataset: the Open Reaction Database (ORD), a public repository of structured organic reaction records. Task: describe an organic reaction: reactants, conditions, products, and yield Starting materials: Cl (HCl), COC(=O)C1=NC(=NC=C1NC(=O)OCC=1OC2=C(C1)C=C(C=C2)C2=CC=CC=C2)C2=CC=CC=C2 (2-phenyl-5-(5-phenyl-benzofuran-2-ylmethoxy-carbonylamino)-pyrimidine-4-carboxylic acid methyl ester), O.[OH-].[Li+] (lithium hydroxide monohydrate). Solvent: C1CCOC1 (THF), O (water). Reaction conditions: temperature 5 celsius, time 2 hour. The product is C1(=CC=CC=C1)C1=NC=C(C(=N1)C(=O)O)NC(=O)OCC=1OC2=C(C1)C=C(C=C2)C2=CC=CC=C2 (2-phenyl-5-(5-phenyl-benzofuran-2-ylmethoxycarbonylamino)-pyrimidine-4-carboxylic acid). Yield: 88.5%. RXN SMILES: C[O:2][C:3]([C:5]1[C:10]([NH:11][C:12]([O:14][CH2:15][C:16]2[O:17][C:18]3[CH:24]=[CH:23][C:22]([C:25]4[CH:30]=[CH:29][CH:28]=[CH:27][CH:26]=4)=[CH:21][C:19]=3[CH:20]=2)=[O:13])=[CH:9][N:8]=[C:7]([C:31]2[CH:36]=[CH:35][CH:34]=[CH:33][CH:32]=2)[N:6]=1)=[O:4].O.[OH-].[Li+].Cl>C1COCC1.O>[C:31]1([C:7]2[N:6]=[C:5]([C:3]([OH:4])=[O:2])[C:10]([NH:11][C:12]([O:14][CH2:15][C:16]3[O:17][C:18]4[CH:24]=[CH:23][C:22]([C:25]5[CH:30]=[CH:29][CH:28]=[CH:27][CH:26]=5)=[CH:21][C:19]=4[CH:20]=3)=[O:13])=[CH:9][N:8]=2)[CH:36]=[CH:35][CH:34]=[CH:33][CH:32]=1 |f:1.2.3|. Procedure details: To a solution of 2-phenyl-5-(5-phenyl-benzofuran-2-ylmethoxy-carbonylamino)-pyrimidine-4-carboxylic acid methyl ester (0.956. g, 1.99 mmol) in THF (20 mL), was added lithium hydroxide monohydrate (0.167 g, 3.99 mmol) in 4 ml of water. The mixture was stirred at 5° C. for 2 h, and 1N HCl was added to adjust the pH to 2. The solvents were removed in vacuo and the resulting suspension was filtered. Recrystallisation of the white crude solid gave 0.82 g of 2-phenyl-5-(5-phenyl-benzofuran-2-ylmethoxy... Reactants: CC(C)(C#CC=1C=C(C=CC1S(=O)(=O)C1=CC=CC=C1)C1=CC=C(C=C1)[C@@](C(F)(F)F)(C)O)O (2-methyl-4-(4-(phenylsulfonyl)-4′-((1R)-2,2,2-trifluoro-1-hydroxy-1-methylethyl)-3-biphenylyl)-3-butyn-2-ol), C=1N=C(C2=C(N1)N(C=N2)[C@H]3[C@@H]([C@@H]([C@H](O3)COP(=O)(O)OP(=O)(O)OC[C@@H]4[C@H]([C@H]([C@@H](O4)N5C=CCC(=C5)C(=O)N)O)O)O)OP(=O)(O)O)N (NADPH). The product is CC(C)(C#CC=1C=C(C=CC1S(=O)(=O)C1=CC=CC=C1)C1=CC=C(C=C1)[C@](C(F)(F)F)(C)O)O (2-methyl-4-(4-(phenylsulfonyl)-4′-((1S)-2,2,2-trifluoro-1-hydroxy-1-methylethyl)-3-biphenylyl)-3-butyn-2-ol). Reaction SMILES: [CH3:1][C:2]([OH:34])([C:4]#[C:5][C:6]1[CH:7]=[C:8]([C:21]2[CH:26]=[CH:25][C:24]([C@:27]([OH:33])([CH3:32])[C:28]([F:31])([F:30])[F:29])=[CH:23][CH:22]=2)[CH:9]=[CH:10][C:11]=1[S:12]([C:15]1[CH:20]=[CH:19][CH:18]=[CH:17][CH:16]=1)(=[O:14])=[O:13])[CH3:3].C1N=C(N)C2N=CN([C@@H]3O[C@H](COP(OP(OC[C@H]4O[C@@H](N5C=C(C(N)=O)CC=C5)[C@H](O)[C@@H]4O)(O)=O)(O)=O)[C@@H](O)[C@H]3OP(O)(O)=O)C=2N=1>>[CH3:3][C:2]([OH:34])([C:4]#[C:5][C:6]1[CH:7]=[C:8]([C:21]2[CH:22]=[CH:23][C:24]([C@@:27]([OH:33])([CH3:32])[C:28]([F:31])([F:29])[F:30])=[CH:25][CH:26]=2)[CH:9]=[CH:10][C:11]=1[S:12]([C:15]1[CH:20]=[CH:19][CH:18]=[CH:17][CH:16]=1)(=[O:14])=[O:13])[CH3:1]. Reported procedure: 2-methyl-4-(4-(phenylsulfonyl)-4′-((1R)-2,2,2-trifluoro-1-hydroxy-1-methylethyl)-3-biphenylyl)-3-butyn-2-ol. 1H NMR (400 MHz, CD3OD) δ 8.34 (d, J=8.2 Hz, 1H), 8.05 (d, J=7.8 Hz, 2H), 7.92-7.81 (m, 2H), 7.79-7.66 (m, 5H), 7.64-7.55 (m, 2H), 1.77 (s, 3H), 1.59 (s, 6H). m/z (ESI, +ve ion) 471.0 (M-OH)+. GK-GKRP EC50 (NADPH-coupled)=1.80 μM; GK-GKRP EC50 (LC MS/MS)=2.25 μM. Reactants: resultant solution, NC1[C@@H]2N(C(=C(CS2)CSC=2SC=NN2)C(=O)O)C1=O (7-amino-3-(1,3,4-thiadiazol-2-yl)thiomethyl-3-cephem-4-carboxylic acid), CC(C(=O)N)(C)C (trimethylacetamide), P(=O)(Cl)(Cl)Cl (phosphoryl chloride), C(=O)NC=1SC=C(N1)C(C(=O)O)=NOCCOC=O (2-(2-formamidothiazol-4-yl)-2-(2-formyloxyethoxyimino)acetic acid). Solvent: O (Water), C(C)(=O)OCC (ethyl acetate), C(C)(=O)OCC (ethyl acetate), CN(C=O)C (N,N-dimethylformamide). Yields the product C(=O)NC=1SC=C(N1)C(C(=O)NC1[C@@H]2N(C(=C(CS2)CSC=2SC=NN2)C(=O)O)C1=O)=NOCCOC=O (7-[2-(2 -formamidothiazol-4-yl)-2-(2-formyloxyethoxyimino)acetamido]-3-(1,3,4-thiadiazol-2-yl)thiomethyl-3-cephem-4-carboxylic acid). Yield: 31.5%. As a reaction SMILES: P(Cl)(Cl)(Cl)=O.[CH:6]([NH:8][C:9]1[S:10][CH:11]=[C:12]([C:14](=[N:18][O:19][CH2:20][CH2:21][O:22][CH:23]=[O:24])[C:15]([OH:17])=O)[N:13]=1)=[O:7].[NH2:25][CH:26]1[C:43](=[O:44])[N:28]2[C:29]([C:40]([OH:42])=[O:41])=[C:30]([CH2:33][S:34][C:35]3[S:36][CH:37]=[N:38][N:39]=3)[CH2:31][S:32][C@H:27]12.CC(C)(C)C(N)=O>C(OCC)(=O)C.O.CN(C)C=O>[CH:6]([NH:8][C:9]1[S:10][CH:11]=[C:12]([C:14](=[N:18][O:19][CH2:20][CH2:21][O:22][CH:23]=[O:24])[C:15]([NH:25][CH:26]2[C:43](=[O:44])[N:28]3[C:29]([C:40]([OH:42])=[O:41])=[C:30]([CH2:33][S:34][C:35]4[S:36][CH:37]=[N:38][N:39]=4)[CH2:31][S:32][C@H:27]23)=[O:17])[N:13]=1)=[O:7]. Procedure details: Dry N,N-dimethylformamide (1.2 g.), phosphoryl chloride (2.5 g.), 2-(2-formamidothiazol-4-yl)-2-(2-formyloxyethoxyimino)acetic acid (syn isomer, 3.8 g.) and dry ethyl acetate (49.7 ml.) were treated in a similar manner to that of Example 1-(1) to give an activated acid solution. The solution was added to a solution of 7-amino-3-(1,3,4-thiadiazol-2-yl)thiomethyl-3-cephem-4-carboxylic acid (4.4 g.) and trimethylacetamide (12.3 g.) in dry ethyl acetate (90 ml.) at -10° C., and stirred at -5° to -10...